From a dataset of the Open Reaction Database (ORD), a public repository of structured organic reaction records. describe an organic reaction: reactants, conditions, products, and yield Starting materials: COC(C)(C)C, COC(=O)C(CC(C)C)N1CC(Oc2ccccc2Cl)=CC1=O, CC1CCCO1, ClCCl, Cl, [Na+], [OH-], O. Product: CC(C)CC(C(=O)O)N1CC(Oc2ccccc2Cl)=CC1=O. RXN SMILES: [C:37]([O:38][CH3:39])([CH3:40])([CH3:41])[CH3:42].[CH3:1][O:2][C:3]([CH:4]([CH2:5][CH:6]([CH3:7])[CH3:8])[N:9]1[C:10](=[O:22])[CH:11]=[C:12]([O:14][c:15]2[c:16]([Cl:21])[cH:17][cH:18][cH:19][cH:20]2)[CH2:13]1)=[O:23].[CH3:30][CH:31]1[CH2:32][CH2:33][CH2:34][O:35]1.[Cl:27][CH2:28][Cl:29].[ClH:26].[Na+:25].[OH-:24].[OH2:36]>>[O:2]=[C:3]([CH:4]([CH2:5][CH:6]([CH3:7])[CH3:8])[N:9]1[C:10](=[O:22])[CH:11]=[C:12]([O:14][c:15]2[c:16]([Cl:21])[cH:17][cH:18][cH:19][cH:20]2)[CH2:13]1)[OH:23]. Reactants: ClC1=C(C(=O)O)C=CC=N1 (2-chloronicotinic acid), CNC=1C(=CC=CC1)C (N-methyl-o-toluidine), S(=O)(Cl)Cl (thionyl chloride), [S-]C#N.[NH4+] (ammonium thiocyanate). The solvent is CC(=O)C (acetone), CN(C)C=O (DMF), CC(=O)C (acetone). The product is CN(C1=C(C=CC=C1)C)C=1SC2=C(C(N1)=O)C=CC=N2 (2-(N-methyl-N-(2-methylphenyl)amino)-4H-pyrido[3,2-e]-1,3-thiazin-4-one). Yield: 80.6%. As a reaction SMILES: Cl[C:2]1[N:10]=[CH:9][CH:8]=[CH:7][C:3]=1[C:4]([OH:6])=O.S(Cl)(Cl)=O.[S-:15][C:16]#[N:17].[NH4+].[CH3:19][NH:20][C:21]1[C:22]([CH3:27])=[CH:23][CH:24]=[CH:25][CH:26]=1>CC(C)=O.CN(C=O)C>[CH3:19][N:20]([C:16]1[S:15][C:2]2[N:10]=[CH:9][CH:8]=[CH:7][C:3]=2[C:4](=[O:6])[N:17]=1)[C:21]1[CH:26]=[CH:25][CH:24]=[CH:23][C:22]=1[CH3:27] |f:2.3|. Procedure: The reaction procedure of Example 57 was followed except that 1.613 mg (10.24 mmol) of 2-chloronicotinic acid, 15 ml of thionyl chloride, two droplets of DMF, 780 mg of ammonium thiocyanate, 15 ml of acetone, 1.21 g of N-methyl-o-toluidine and 10 ml of acetone were used. The resulting crude product was then recrystallized from ethanol to obtain 2.28 g of 2-(N-methyl-N-(2-methylphenyl)amino)-4H-pyrido[3,2-e]-1,3-thiazin-4-one. RXN SMILES: [CH2:28]1[O:29][CH2:30][CH2:31][CH2:32]1.[CH:18]([N-:19][CH:20]([CH3:21])[CH3:22])([CH3:23])[CH3:24].[I:26][CH3:27].[Li+:25].[O:1]=[C:2]1[O:3][CH2:4][CH2:5][N:6]1[CH2:7][C:8](=[O:9])[O:10][CH2:11][c:12]1[cH:13][cH:14][cH:15][cH:16][cH:17]1>>[O:1]=[C:2]1[O:3][CH2:4][CH2:5][N:6]1[CH:7]([C:8](=[O:9])[O:10][CH2:11][c:12]1[cH:13][cH:14][cH:15][cH:16][cH:17]1)[CH3:18]. Starting materials: C1CCOC1, CC(C)[N-]C(C)C, CI, [Li+], O=C(CN1CCOC1=O)OCc1ccccc1. The product is CC(C(=O)OCc1ccccc1)N1CCOC1=O. Reactants: BrC1=CC=CC=2C3=C(NC12)C1CCN(C3)CC1 (7-bromo-3,4,5,6-tetrahydro-1H-2,5-ethanoazepino[4,3-b]indole), FC1=C(C=CC(=C1)F)/C=C/B1OC(C)(C)C(C)(C)O1 (trans-2-(2,4-difluorophenyl)vinylboronic acid pinacol ester). Yields the product FC1=C(C=CC(=C1)F)/C=C/C1=CC=CC=2C3=C(NC12)C1CCN(C3)CC1 (7-[(E)-2-(2,4-difluorophenyl)vinyl]-3,4,5,6-tetrahydro-1H-2,5-ethanoazepino[4,3-b]indole). Reaction SMILES: Br[C:2]1[C:10]2[NH:9][C:8]3[CH:11]4[CH2:17][CH2:16][N:14]([CH2:15][C:7]=3[C:6]=2[CH:5]=[CH:4][CH:3]=1)[CH2:13][CH2:12]4.[F:18][C:19]1[CH:24]=[C:23]([F:25])[CH:22]=[CH:21][C:20]=1/[CH:26]=[CH:27]/B1OC(C)(C)C(C)(C)O1>>[F:18][C:19]1[CH:24]=[C:23]([F:25])[CH:22]=[CH:21][C:20]=1/[CH:26]=[CH:27]/[C:2]1[C:10]2[NH:9][C:8]3[CH:11]4[CH2:17][CH2:16][N:14]([CH2:15][C:7]=3[C:6]=2[CH:5]=[CH:4][CH:3]=1)[CH2:13][CH2:12]4. Reported procedure: A suspension of the product of Example 1B (100 mg, 0.34 mmol) and trans-2-(2,4-difluorophenyl)vinylboronic acid pinacol ester (101 mg, 0.38 mmol; Aldrich) was processed as described in Example 4 to provide the title compound: 1H NMR (400 MHz, methanol-d4) δ ppm 1.98-2.19 (m, 4 H), 3.03-3.17 (m, 3 H), 3.21-3.28 (m, 2 H), 4.24 (s, 2 H), 6.93-7.05 (m, 3 H), 7.25 (d, J=7.6 Hz, 1 H), 7.30 (d, J=16.2 Hz, 1 H), 7.37 (d, J=7.3 Hz, 1 H), 7.63 (d, J=16.5 Hz, 1 H), 7.79-7.88 (m, 1 H); MS (DCI) m/z 351 (M+H... Starting materials: CCOC(=O)c1c[nH]c2c(O)ncnc12, CCOCC, O=P(Cl)(Cl)Cl. Yields the product CCOC(=O)c1c[nH]c2c(Cl)ncnc12. As a reaction SMILES: [CH2:1]([CH3:2])[O:3][C:4](=[O:5])[c:6]1[cH:7][nH:8][c:9]2[c:10]1[n:11][cH:12][n:13][c:14]2[OH:15].[CH3:21][CH2:22][O:23][CH2:24][CH3:25].[P:16]([Cl:17])([Cl:18])([Cl:19])=[O:20]>>[CH2:1]([CH3:2])[O:3][C:4](=[O:5])[c:6]1[cH:7][nH:8][c:9]2[c:10]1[n:11][cH:12][n:13][c:14]2[Cl:18]. Reactants: COc1ccc(N=C=S)cc1OC, CCOC(C)=O, COc1ccc(C(=O)Nc2ccccc2)cc1N. Product: COc1ccc(C(=O)Nc2ccccc2)cc1NC(=S)Nc1ccc(OC)c(OC)c1. As a reaction SMILES: [CH3:19][O:20][c:21]1[cH:22][c:23]([N:29]=[C:30]=[S:31])[cH:24][cH:25][c:26]1[O:27][CH3:28].[CH3:32][CH2:33][O:34][C:35](=[O:36])[CH3:37].[NH2:1][c:2]1[cH:3][c:4]([C:5](=[O:6])[NH:7][c:8]2[cH:9][cH:10][cH:11][cH:12][cH:13]2)[cH:14][cH:15][c:16]1[O:17][CH3:18]>>[NH:1]([c:2]1[cH:3][c:4]([C:5](=[O:6])[NH:7][c:8]2[cH:9][cH:10][cH:11][cH:12][cH:13]2)[cH:14][cH:15][c:16]1[O:17][CH3:18])[C:30]([NH:29][c:23]1[cH:22][c:21]([O:20][CH3:19])[c:26]([O:27][CH3:28])[cH:25][cH:24]1)=[S:31].